From a dataset of the Open Reaction Database (ORD), a public repository of structured organic reaction records. describe an organic reaction: reactants, conditions, products, and yield The reactants are COCOC=1C(=CC2=CC=CC(=C2C1)OCOC)C#CC=1C=C(CC=2C(=NC(=NC2)N)N)C=C(C1OC)OC (5-[3-(3,5-bis-methoxymethoxy-naphthalen-2-ylethynyl)-4,5-dimethoxybenzyl]-pyrimidin-2,4-diamine), O (water), Cl (hydrochloric acid). The solvent is C1CCOC1 (THF). Product: NC1=NC=C(C(=N1)N)CC=1C=C(C(=C(C1)C#CC=1C=C2C=CC=C(C2=CC1O)O)OC)OC (6-[5-(2,4-diamino-pyrimidin-5-ylmethyl)-2,3-dimethoxy-phenylethynyl]-naphthalene-1,7-diol). The yield is 48.5%. Reaction SMILES: COC[O:4][C:5]1[C:6]([C:19]#[C:20][C:21]2[CH:22]=[C:23]([CH:33]=[C:34]([O:38][CH3:39])[C:35]=2[O:36][CH3:37])[CH2:24][C:25]2[C:26]([NH2:32])=[N:27][C:28]([NH2:31])=[N:29][CH:30]=2)=[CH:7][C:8]2[C:13]([CH:14]=1)=[C:12]([O:15]COC)[CH:11]=[CH:10][CH:9]=2.O.Cl>C1COCC1>[NH2:31][C:28]1[N:27]=[C:26]([NH2:32])[C:25]([CH2:24][C:23]2[CH:33]=[C:34]([O:38][CH3:39])[C:35]([O:36][CH3:37])=[C:21]([C:20]#[C:19][C:6]3[CH:7]=[C:8]4[C:13](=[CH:14][C:5]=3[OH:4])[C:12]([OH:15])=[CH:11][CH:10]=[CH:9]4)[CH:22]=2)=[CH:30][N:29]=1. Reported procedure: 146 mg of 5-[3-(3,5-bis-methoxymethoxy-naphthalen-2-ylethynyl)-4,5-dimethoxybenzyl]-pyrimidin-2,4-diamine (Example 12ap)) in 2.5 ml of THF, 2.5 ml of water and 2.5 ml of 6N hydrochloric acid are held at 50° for 7.5 hrs. The mixture is concentrated and the residue is chromatographed on silica gel with methylene chloride/methanol 9:1. 59 mg of 6-[5-(2,4-diamino-pyrimidin-5-ylmethyl)-2,3-dimethoxy-phenylethynyl]-naphthalene-1,7-diol are isolated as a yellowish solid. Yield: 48%. Mass spectrum: peak...